Dataset: the Open Reaction Database (ORD), a public repository of structured organic reaction records. Task: describe an organic reaction: reactants, conditions, products, and yield Product: O=C(O)C(=O)c1ccc(SCCOC2CCCCCCC2)cc1. Reaction SMILES: [CH2:33]([O:34][CH2:35][CH3:36])[CH3:37].[CH3:1][O:2][C:3]([C:4]([c:5]1[cH:6][cH:7][c:8]([S:11][CH2:12][CH2:13][O:14][CH:15]2[CH2:16][CH2:17][CH2:18][CH2:19][CH2:20][CH2:21][CH2:22]2)[cH:9][cH:10]1)=[O:23])=[O:24].[CH3:27][CH2:28][CH2:29][CH2:30][CH2:31][CH3:32].[CH3:38][OH:39].[Na+:26].[O:40]1[CH2:41][CH2:42][CH2:43][CH2:44]1.[OH-:25].[OH2:45]>>[O:2]=[C:3]([C:4]([c:5]1[cH:6][cH:7][c:8]([S:11][CH2:12][CH2:13][O:14][CH:15]2[CH2:16][CH2:17][CH2:18][CH2:19][CH2:20][CH2:21][CH2:22]2)[cH:9][cH:10]1)=[O:23])[OH:24]. Starting materials: CCOCC, COC(=O)C(=O)c1ccc(SCCOC2CCCCCCC2)cc1, CCCCCC, CO, [Na+], C1CCOC1, [OH-], O. The reactants are COC(COC1=CC(=CC=C1)N)=O (3-aminophenoxyacetic acid methylester), C([O-])([O-])=O.[Na+].[Na+] (sodium carbonate), C(C1=CC=CC=C1)Cl (benzyl chloride). Conditions: temperature 100 celsius, time 3 hour. Yields the product COC(COC1=CC(=CC=C1)N(CC1=CC=CC=C1)CC1=CC=CC=C1)=O (3-Dibenzylaminophenoxyacetic acid methylester). As a reaction SMILES: [CH3:1][O:2][C:3](=[O:13])[CH2:4][O:5][C:6]1[CH:11]=[CH:10][CH:9]=[C:8]([NH2:12])[CH:7]=1.C(=O)([O-])[O-].[Na+].[Na+].[CH2:20](Cl)[C:21]1[CH:26]=[CH:25][CH:24]=[CH:23][CH:22]=1>>[CH3:1][O:2][C:3](=[O:13])[CH2:4][O:5][C:6]1[CH:11]=[CH:10][CH:9]=[C:8]([N:12]([CH2:20][C:21]2[CH:26]=[CH:25][CH:24]=[CH:23][CH:22]=2)[CH2:20][C:21]2[CH:26]=[CH:25][CH:24]=[CH:23][CH:22]=2)[CH:7]=1 |f:1.2.3|. Procedure details: 10 g of 3-aminophenoxyacetic acid methylester are solved in 19 g benzyl chloride. Subsequently, 14 g of sodium carbonate are added portionwise and the temperature is raised to 100° C. The reaction mixture is stirred at this temperature for 3 hours. The insoluble salt is filtered off and washed with 100 ml of ethyl acetate. The combined filtrates are kept at 5° C. for 12 h. After the extraction with water and brine, the organic phase is dried with sodium sulfate and the solvent is removed in vacu... Reactants: COc1cc([N+](=O)[O-])c(C(F)(F)F)cc1C(C)(C)C, CCO, O=C[O-], [NH4+]. Product: COc1cc(N)c(C(F)(F)F)cc1C(C)(C)C. As a reaction SMILES: [C:1]([CH3:2])([CH3:3])([CH3:4])[c:5]1[c:6]([O:18][CH3:19])[cH:7][c:8]([N+:15]([O-:16])=[O:17])[c:9]([C:11]([F:12])([F:13])[F:14])[cH:10]1.[CH3:24][CH2:25][OH:26].[CH:20]([O-:21])=[O:22].[NH4+:23]>>[C:1]([CH3:2])([CH3:3])([CH3:4])[c:5]1[c:6]([O:18][CH3:19])[cH:7][c:8]([NH2:15])[c:9]([C:11]([F:12])([F:13])[F:14])[cH:10]1.